From a dataset of the Open Reaction Database (ORD), a public repository of structured organic reaction records. describe an organic reaction: reactants, conditions, products, and yield The reactants are C(C)(=O)O.FC1=CN=C(S1)C(N)=N (5-fluorothiazole-2-carboximidamide acetate), ClC1=C(C=O)C=CC(=C1)Cl (2,4-dichlorobenzaldehyde), O=C(CC(=O)OCC)C (ethyl 3-oxobutanoate). The product is ClC1=C(C=CC(=C1)Cl)C1N=C(NC(=C1C(=O)OCC)C)C=1SC(=CN1)F (Ethyl 4-(2,4-dichlorophenyl)-2-(5-fluorothiazol-2-yl)-6-methyl-1,4-dihydropyrimidine-5-carboxylate). Isolated yield 81.1%. Reaction SMILES: C(O)(=O)C.[F:5][C:6]1[S:10][C:9]([C:11](=[NH:13])[NH2:12])=[N:8][CH:7]=1.[Cl:14][C:15]1[CH:22]=[C:21]([Cl:23])[CH:20]=[CH:19][C:16]=1[CH:17]=O.O=[C:25]([CH3:32])[CH2:26][C:27]([O:29][CH2:30][CH3:31])=[O:28]>>[Cl:14][C:15]1[CH:22]=[C:21]([Cl:23])[CH:20]=[CH:19][C:16]=1[CH:17]1[C:26]([C:27]([O:29][CH2:30][CH3:31])=[O:28])=[C:25]([CH3:32])[NH:12][C:11]([C:9]2[S:10][C:6]([F:5])=[CH:7][N:8]=2)=[N:13]1 |f:0.1|. Reported procedure: 5-fluorothiazole-2-carboximidamide acetate (0.25 g, 1.22 mmol) was reacted with 2,4-dichlorobenzaldehyde (0.21 g, 1.22 mmol) and ethyl 3-oxobutanoate (0.16 g, 1.22 mmol) according to the procedure as described in Example 1, Step A to give the title compound as a yellow solid (0.41 g, 80%). The compound was characterized by the following spectroscopic data: Reactants: NC1=CC(CC(C1)(C)C)=O (3-Amino-5,5-dimethyl-2-cyclohexen-1-one), N1=CC=C(C=C1)C=O (pyridine-4-carboxaldehyde). The product is CC1(CC(C=2C(C=3C(CC(CC3NC2C1)(C)C)=O)C1=CC=NC=C1)=O)C (3,4,6,7,9,10-hexahydro-3,3,6,6-tetramethyl-9-(4-pyridyl)-1,8(2H,5H)-acridinedione). As a reaction SMILES: [NH2:1][C:2]1[CH2:7][C:6]([CH3:9])([CH3:8])[CH2:5][C:4](=[O:10])[CH:3]=1.[N:11]1[CH:16]=[CH:15][C:14]([CH:17]=O)=[CH:13][CH:12]=1>>[CH3:8][C:6]1([CH3:9])[CH2:7][C:2]2[NH:1][C:2]3[CH2:7][C:6]([CH3:9])([CH3:8])[CH2:5][C:4](=[O:10])[C:3]=3[CH:17]([C:14]3[CH:13]=[CH:12][N:11]=[CH:16][CH:15]=3)[C:3]=2[C:4](=[O:10])[CH2:5]1. Reported procedure: 3-Amino-5,5-dimethyl-2-cyclohexen-1-one was reacted with pyridine-4-carboxaldehyde in an analogous manner to that described in Example 1 to give 3,4,6,7,9,10-hexahydro-3,3,6,6-tetramethyl-9-(4-pyridyl)-1,8(2H,5H)-acridinedione. Crystallization from dimethylformamide/water gave a pale yellow crystalline solid of melting point 218-219° C. (decomposition). Reactants: N1=C(C=CC=C1)CNC(=O)C1=CC=CC2=CC=CC=C12 (naphthalene-1-carboxylic acid (pyridin-2-ylmethyl)-amide), O=P(Cl)(Cl)Cl (POCl3), C([O-])([O-])=O.[K+].[K+] (potassium carbonate). Solvent: C1(=CC=CC=C1)C (toluene). Run at temperature 90 celsius. Yields the product C1(=CC=CC2=CC=CC=C12)C1=NC=C2N1C=CC=C2 (3-naphthalen-1-yl-imidazo[1,5-a]pyridine). Yield: 72.3%. Reaction SMILES: [N:1]1[CH:6]=[CH:5][CH:4]=[CH:3][C:2]=1[CH2:7][NH:8][C:9]([C:11]1[C:20]2[C:15](=[CH:16][CH:17]=[CH:18][CH:19]=2)[CH:14]=[CH:13][CH:12]=1)=O.O=P(Cl)(Cl)Cl.C(=O)([O-])[O-].[K+].[K+]>C1(C)C=CC=CC=1>[C:11]1([C:9]2[N:1]3[CH:6]=[CH:5][CH:4]=[CH:3][C:2]3=[CH:7][N:8]=2)[C:20]2[C:15](=[CH:16][CH:17]=[CH:18][CH:19]=2)[CH:14]=[CH:13][CH:12]=1 |f:2.3.4|. Procedure details: To a solution of naphthalene-1-carboxylic acid (pyridin-2-ylmethyl)-amide (2.80 g, 10.7 mmol) in toluene (100 mL) was added POCl3 (9 mL). The mixture was heated to 90° C. for 12 h. After this time the mixture was allowed to cool and poured slowly into 10% aqueous potassium carbonate (500 mL). The mixture was extracted with ethyl acetate (2×100 mL) and the combined organic layers were dried over anhydrous sodium sulfate and concentrated in vacuo. The residue was chromatographed on silica to yield... Reactants: O (water), Cl (HCl), ClCC(=O)NC1CC1 (2-chloro-N-cyclopropyl-acetamide), C(C(O)C)(=S)O (thiolactic acid), TEA. Solvent: ClCCl (dichloromethane). Reaction conditions: temperature 0 celsius, time 5 minute. Yields the product C1(CC1)NC(=O)CSC(C)=O (Thioacetic acid S-cyclopropylcarbamoylmethyl ester). The yield is 98.9%. Reaction SMILES: Cl[CH2:2][C:3]([NH:5][CH:6]1[CH2:8][CH2:7]1)=[O:4].[C:9]([OH:14])(=[S:13])[CH:10](C)O.O.Cl>ClCCl>[CH:6]1([NH:5][C:3]([CH2:2][S:13][C:9](=[O:14])[CH3:10])=[O:4])[CH2:8][CH2:7]1. Reported procedure: To a solution of 2-chloro-N-cyclopropyl-acetamide (58.1 g, 0.435 mol) in dichloromethane (700 ml) at 0° C. is added thiolactic acid (49.65 g, 0.652 mol). The mixture is stirred at 0° C. for 5 minutes, then TEA (88.0 g, 0.870 mol) is added very slowly (exothermic reaction). The mixture is stirred at 0° C. for 2 hours, then poured over 700 ml of water with stirring. The aqueous layer is acidified to pH2 with 5 N HCl, and the layers are shaken and separated. The aqueous layer is extracted with dich... Product: S(=O)(=O)(O)CCS(=O)(=O)O.COC1=C(C(=CC=C1)OC)C1=CC(=NN1C1=C(C=C(C=C1)C(N(CCCN(C)C)C)=O)C(C)C)C(=O)NC1(C2CC3CC(CC1C3)C2)C(=O)O (2-[5-(2,6-Dimethoxyphenyl)-1-[4-[N-methyl-N-(3-dimethylaminopropyl)carbamoyl]-2-isopropylphenyl]-3-pyrazolylcarbonylamino]-2-adamantanecarboxylic acid edisylate). Starting materials: COC1=C(C(=CC=C1)OC)C1=CC(=NN1C1=C(C=C(C=C1)C(N(CCCN(C)C)C)=O)C(C)C)C(=O)NC1(C2CC3CC(CC1C3)C2)C(=O)O (2-[5-(2,6-dimethoxyphenyl)-1-[4-[N-methyl-N-(3-dimethylaminopropyl)carbamoyl]-2-isopropylphenyl]-3-pyrazolylcarbonylamino]-2-adamantanecarboxylic acid), C(CS(=O)(=O)O)S(=O)(=O)O (1,2-Ethanedisulphonic acid). The solvent is CC(C)O (2-propanol). Yield: 65.8%. Reaction SMILES: [CH3:1][O:2][C:3]1[CH:8]=[CH:7][CH:6]=[C:5]([O:9][CH3:10])[C:4]=1[C:11]1[N:15]([C:16]2[CH:21]=[CH:20][C:19]([C:22](=[O:31])[N:23]([CH3:30])[CH2:24][CH2:25][CH2:26][N:27]([CH3:29])[CH3:28])=[CH:18][C:17]=2[CH:32]([CH3:34])[CH3:33])[N:14]=[C:13]([C:35]([NH:37][C:38]2([C:48]([OH:50])=[O:49])[CH:45]3[CH2:46][CH:41]4[CH2:42][CH:43]([CH2:47][CH:39]2[CH2:40]4)[CH2:44]3)=[O:36])[CH:12]=1.[CH2:51]([S:57]([OH:60])(=[O:59])=[O:58])[CH2:52][S:53]([OH:56])(=[O:55])=[O:54]>CC(O)C>[S:53]([CH2:52][CH2:51][S:57]([OH:60])(=[O:59])=[O:58])([OH:56])(=[O:55])=[O:54].[CH3:10][O:9][C:5]1[CH:6]=[CH:7][CH:8]=[C:3]([O:2][CH3:1])[C:4]=1[C:11]1[N:15]([C:16]2[CH:21]=[CH:20][C:19]([C:22](=[O:31])[N:23]([CH3:30])[CH2:24][CH2:25][CH2:26][N:27]([CH3:28])[CH3:29])=[CH:18][C:17]=2[CH:32]([CH3:34])[CH3:33])[N:14]=[C:13]([C:35]([NH:37][C:38]2([C:48]([OH:50])=[O:49])[CH:39]3[CH2:40][CH:41]4[CH2:42][CH:43]([CH2:44][CH:45]2[CH2:46]4)[CH2:47]3)=[O:36])[CH:12]=1 |f:3.4|. Reported procedure: 0.05 g of the compound obtained in EXAMPLE 1' and 0.04 g of the compound obtained in step A are dissolved in the heated state in 2 ml of 2-propanol, and the mixture is concentrated under vacuum. The residue is dissolved in 0.3 ml of water and 8 drops of dioxane, and crystallization is allowed to take place at RT. The crystallized product formed is drained, washed with water and dried at 90° C. under vacuum. 0.042 g of expected product is obtained, m.p.=266° C. (dec.). The reactants are C(C1=CC=CC=C1)N1C=NC=2C(=NC=CC21)Cl (1-benzyl-4-chloro-1H-imidazo[4,5-c]pyridine), N12CC(C(CC1)CC2)O (3-quinuclidinol), Cl (hydrochloride), hydrate. Yields the product C(C1=CC=CC=C1)N1C=NC=2C(=NC=CC21)OC2CN1CCC2CC1 (3-(1-Benzyl-1H-imidazo[4,5-c]pyridin-4-yloxy)-1-aza-bicyclo[2,2,2]octane). Yield: 48.6%. As a reaction SMILES: [CH2:1]([N:8]1[C:16]2[CH:15]=[CH:14][N:13]=[C:12](Cl)[C:11]=2[N:10]=[CH:9]1)[C:2]1[CH:7]=[CH:6][CH:5]=[CH:4][CH:3]=1.[N:18]12[CH2:25][CH2:24][CH:21]([CH2:22][CH2:23]1)[CH:20]([OH:26])[CH2:19]2.Cl>>[CH2:1]([N:8]1[C:16]2[CH:15]=[CH:14][N:13]=[C:12]([O:26][CH:20]3[CH:21]4[CH2:24][CH2:25][N:18]([CH2:23][CH2:22]4)[CH2:19]3)[C:11]=2[N:10]=[CH:9]1)[C:2]1[CH:7]=[CH:6][CH:5]=[CH:4][CH:3]=1. Reported procedure: Following the procedure of Example 1, 1-benzyl-4-chloro-1H-imidazo[4,5-c]pyridine (0.78 g, 3.2 mmol) was treated with 3-quinuclidinol (0.44 g, 3.5 mmol) to give 0.52 g (39%) of the title compound as the hydrochloride, 2.5 hydrate: mp 162°-183° C.